This data is from the Open Reaction Database (ORD), a public repository of structured organic reaction records. The task is: describe an organic reaction: reactants, conditions, products, and yield The reactants are ClC1=CC=C(C=C1)C=1N=C(OC1CCCO)N1C(=NC=C1)C (4-(4-chlorophenyl)-5-(3-hydroxypropyl)-2-(2-methylimidazol-1-yl)oxazole), CS(=O)(=O)Cl (methanesulfonyl chloride), C1(=CC=CC=C1O)C (o-cresol), [OH-].[Na+] (NaOH). The reagents and catalysts are [Br-].C(CCC)[N+](CCCC)(CCCC)CCCC (tetrabutylammonium bromide). Run in C1(=CC=CC=C1)C (toluene), C(C)N(CC)CC (triethylamine), O (water). Product: ClC1=CC=C(C=C1)C=1N=C(OC1CCCOC1=C(C=CC=C1)C)N1C(=NC=C1)C (4-(4-Chlorophenyl)-2-(2-methylimidazol-1-yl)-5-(3-(2-methylphenoxy)propyl)oxazole). Isolated yield 91.2%. Reaction SMILES: [Cl:1][C:2]1[CH:7]=[CH:6][C:5]([C:8]2[N:9]=[C:10]([N:17]3[CH:21]=[CH:20][N:19]=[C:18]3[CH3:22])[O:11][C:12]=2[CH2:13][CH2:14][CH2:15][OH:16])=[CH:4][CH:3]=1.CS(Cl)(=O)=O.[C:28]1([CH3:35])[C:33](O)=[CH:32][CH:31]=[CH:30][CH:29]=1.[OH-].[Na+]>C1(C)C=CC=CC=1.[Br-].C([N+](CCCC)(CCCC)CCCC)CCC.O.C(N(CC)CC)C>[Cl:1][C:2]1[CH:3]=[CH:4][C:5]([C:8]2[N:9]=[C:10]([N:17]3[CH:21]=[CH:20][N:19]=[C:18]3[CH3:22])[O:11][C:12]=2[CH2:13][CH2:14][CH2:15][O:16][C:29]2[CH:30]=[CH:31][CH:32]=[CH:33][C:28]=2[CH3:35])=[CH:6][CH:7]=1 |f:3.4,6.7|. Procedure: To a solution of 4-(4-chlorophenyl)-5-(3-hydroxypropyl)-2-(2-methylimidazol-1-yl)oxazole (509 g), triethylamine (254.6 mL) in toluene (4072 mL) was added dropwise methanesulfonyl chloride (136.4 mL) at not higher than 10° C. Ten minutes later, o-cresol (248.0 mL) and tetrabutylammonium bromide (25.8 g) were added to the obtained mixture and a solution of NaOH (255 g) in water (1018 mL) was further added. The mixture was heated under reflux for 1 h. After cooling, the toluene layer was separated ... The reactants are C(CCCCCCCCC)OC1=CC=C(C(=O)NC2=C(C=CC(=C2)CCCCCCCC)O)C=C1 (2-(4-decyloxybenzoylamino)-4-octylphenol), O.C1(=CC=C(C=C1)S(=O)(=O)O)C (p-toluenesulfonic acid monohydrate). Run in ClC1=C(C=CC=C1)Cl (o-dichlorobenzene), ClC1=C(C=CC=C1)Cl (o-dichlorobenzene). Run at time 37 minute. The product is C(CCCCCCCCC)OC1=CC=C(C=C1)C=1OC2=C(N1)C=C(C=C2)CCCCCCCC (2-(4-decyloxyphenyl)-5-octylbenzoxazole). Yield: 61.3%. As a reaction SMILES: [CH2:1]([O:11][C:12]1[CH:35]=[CH:34][C:15]([C:16]([NH:18][C:19]2[CH:24]=[C:23]([CH2:25][CH2:26][CH2:27][CH2:28][CH2:29][CH2:30][CH2:31][CH3:32])[CH:22]=[CH:21][C:20]=2[OH:33])=O)=[CH:14][CH:13]=1)[CH2:2][CH2:3][CH2:4][CH2:5][CH2:6][CH2:7][CH2:8][CH2:9][CH3:10].O.C1(C)C=CC(S(O)(=O)=O)=CC=1>ClC1C=CC=CC=1Cl>[CH2:1]([O:11][C:12]1[CH:35]=[CH:34][C:15]([C:16]2[O:33][C:20]3[CH:21]=[CH:22][C:23]([CH2:25][CH2:26][CH2:27][CH2:28][CH2:29][CH2:30][CH2:31][CH3:32])=[CH:24][C:19]=3[N:18]=2)=[CH:14][CH:13]=1)[CH2:2][CH2:3][CH2:4][CH2:5][CH2:6][CH2:7][CH2:8][CH2:9][CH3:10] |f:1.2|. Procedure details: In a 30 ml-round-bottomed flask, 1.00 g (2.08 mM) of 2-(4-decyloxybenzoylamino)-4-octylphenol, 0.07 g (0.68 mM) of p-toluenesulfonic acid monohydrate and 10 ml of o-dichlorobenzene were placed, followed by stirring for 37 min. at 188°-193° C. After the reaction, o-dichlorobenzene was distilled off under reduced pressure. The residue was purified by silica gel column chromatography (eluent: toluene) to obtain 0.59 g of 2-(4-decyloxyphenyl)-5-octylbenzoxazole (yield: 61.3%). ##STR75## Procedure details: A mixture of 18.5 g of 1,3,4,9b-tetrahydro-5-methyl-2H-indeno[1,2-c]pyridine and 7.1 g of acrylamide in 250 cc of ethanol is boiled at reflux for 6 hours. The reaction mixture is evaporated to dryness, and the resulting title compound is recrystallized from ethanol. M.P. 169°-170°. Reactants: CC=1C2=CC=CC=C2C2CNCCC21 (1,3,4,9b-tetrahydro-5-methyl-2H-indeno[1,2-c]pyridine), C(C=C)(=O)N (acrylamide). RXN SMILES: [CH3:1][C:2]1[C:3]2[C:8]([CH:9]3[C:14]=1[CH2:13][CH2:12][NH:11][CH2:10]3)=[CH:7][CH:6]=[CH:5][CH:4]=2.[C:15]([NH2:19])(=[O:18])[CH:16]=[CH2:17]>C(O)C>[CH3:1][C:2]1[C:3]2[C:8]([CH:9]3[C:14]=1[CH2:13][CH2:12][N:11]([CH2:17][CH2:16][C:15]([NH2:19])=[O:18])[CH2:10]3)=[CH:7][CH:6]=[CH:5][CH:4]=2. Yields the product CC=1C2=CC=CC=C2C2CN(CCC21)CCC(=O)N (3-(1,3,4,9b-Tetrahydro-5-methyl-2H-indeno[1,2-c]pyridin-2-yl) propionic acid amide). The solvent is C(C)O (ethanol). Reactants: C(CCCC)C1CC2=CC=C(C=C2CC1)C(=O)O (2-pentyl-1,2,3,4-tetrahydronaphthalene-6-carboxylic acid), acid chloride, C(C)OC1=CC=C(C=C1)O (p-ethoxyphenol). Solvent: N1=CC=CC=C1 (pyridine). Product: C(CCCC)C1CC2=CC=C(C=C2CC1)C(=O)OC1=CC=C(C=C1)OCC (p-ethoxyphenyl 2-pentyl-1,2,3,4-tetrahydro-6-naphthoate). Yield: 97.3%. RXN SMILES: [CH2:1]([CH:6]1[CH2:15][CH2:14][C:13]2[C:8](=[CH:9][CH:10]=[C:11]([C:16]([OH:18])=[O:17])[CH:12]=2)[CH2:7]1)[CH2:2][CH2:3][CH2:4][CH3:5].[CH2:19]([O:21][C:22]1[CH:27]=[CH:26][C:25](O)=[CH:24][CH:23]=1)[CH3:20]>N1C=CC=CC=1>[CH2:1]([CH:6]1[CH2:15][CH2:14][C:13]2[C:8](=[CH:9][CH:10]=[C:11]([C:16]([O:18][C:25]3[CH:26]=[CH:27][C:22]([O:21][CH2:19][CH3:20])=[CH:23][CH:24]=3)=[O:17])[CH:12]=2)[CH2:7]1)[CH2:2][CH2:3][CH2:4][CH3:5]. Reported procedure: Analogously to Example 1, 6.16 g of 2-pentyl-1,2,3,4-tetrahydronaphthalene-6-carboxylic acid are converted into the acid chloride and this is reacted with 3.45 g of p-ethoxyphenol in 15 ml of absolute pyridine. There are obtained 8.9 g of crude p-ethoxyphenyl 2-pentyl-1,2,3,4-tetrahydro-6-naphthoate which, for purification, is chromatographed on 230 g of silica gel. Elution with toluene/hexane (1:1) and toluene/hexane (7:3) yields 8.8 g of substance which are recrystallized from acetone/hexane u...